From a dataset of the Open Reaction Database (ORD), a public repository of structured organic reaction records. describe an organic reaction: reactants, conditions, products, and yield The reactants are COc1ccc(C(C)(C)C)cc1CO, BrC(Br)(Br)Br, CCCCCCC, ClCCl, c1ccc(P(c2ccccc2)c2ccccc2)cc1. Yields the product O=P(c1ccccc1)(c1ccccc1)c1ccccc1. As a reaction SMILES: [C:20]([c:21]1[cH:22][cH:23][c:24]([O:25][CH3:26])[c:27]([CH2:28][OH:31])[cH:29]1)([CH3:30])([CH3:32])[CH3:33].[C:34]([Br:35])([Br:36])([Br:37])[Br:38].[CH3:39][CH2:40][CH2:41][CH2:42][CH2:43][CH2:44][CH3:45].[Cl:46][CH2:47][Cl:48].[c:1]1([P:7]([c:8]2[cH:9][cH:10][cH:11][cH:12][cH:13]2)[c:14]2[cH:15][cH:16][cH:17][cH:18][cH:19]2)[cH:2][cH:3][cH:4][cH:5][cH:6]1>>[c:1]1([P:7]([c:8]2[cH:9][cH:10][cH:11][cH:12][cH:13]2)([c:14]2[cH:15][cH:16][cH:17][cH:18][cH:19]2)=[O:31])[cH:2][cH:3][cH:4][cH:5][cH:6]1. Starting materials: ClCC=1C2=CC=CC=C2C=C2C=CC=CC12 (9-(chloromethyl)anthracene), COP(OC)OC (trimethylphosphite). Yields the product COP(OC)(=O)CC=1C2=CC=CC=C2C=C2C=CC=CC12 ((9-Anthracenylmethyl)phosphonic acid dimethyl ester). Yield: 40.5%. As a reaction SMILES: Cl[CH2:2][C:3]1[C:4]2[C:9]([CH:10]=[C:11]3[C:16]=1[CH:15]=[CH:14][CH:13]=[CH:12]3)=[CH:8][CH:7]=[CH:6][CH:5]=2.[CH3:17][O:18][P:19]([O:22]C)[O:20][CH3:21]>>[CH3:17][O:18][P:19]([CH2:2][C:3]1[C:4]2[C:9]([CH:10]=[C:11]3[C:16]=1[CH:15]=[CH:14][CH:13]=[CH:12]3)=[CH:8][CH:7]=[CH:6][CH:5]=2)(=[O:22])[O:20][CH3:21]. Procedure details: A solution of 9-(chloromethyl)anthracene (2.5 g, 0.011M) in trimethylphosphite (5 mL, 5.26 g, 0.042 M) is heated at reflux temperature for 72 hours. Excess trimethylphosphite is removed under reduced pressure and the residue is chromatographed over silica gel (400 g, 40-63 μm, CH2Cl2, 50 mL fractions) using CH2Cl2 (60 fractions) and 2% CH3OH in CH2Cl2 for the remaining fractions. Fractions 86-93 (2.99 g) are found to contain desired material and an impurity and are rechromatographed (400 g silic... Starting materials: C(C1=CC=CC=C1)(=O)OC1=CC(=CC=C1)CCCCCCCCCCCCCCC (3-Pentadecylphenyl benzoate), ferric chloride, Cl (hydrochloric acid), O (water), [Cl-].[Al+3].[Cl-].[Cl-] (aluminium chloride), Cl (hydrogen chloride). The product is OC1=C(C(=O)C2=CC=CC=C2)C=CC(=C1)CCCCCCCCCCCCCCC (2-hydroxy-4-pentadecylbenzophenone). RXN SMILES: C([O:9][C:10]1[CH:15]=[CH:14][CH:13]=[C:12]([CH2:16][CH2:17][CH2:18][CH2:19][CH2:20][CH2:21][CH2:22][CH2:23][CH2:24][CH2:25][CH2:26][CH2:27][CH2:28][CH2:29][CH3:30])[CH:11]=1)(=O)C1C=CC=CC=1.[Cl-].[Al+3].[Cl-].[Cl-].Cl.[OH2:36]>>[OH:9][C:10]1[CH:11]=[C:12]([CH2:16][CH2:17][CH2:18][CH2:19][CH2:20][CH2:21][CH2:22][CH2:23][CH2:24][CH2:25][CH2:26][CH2:27][CH2:28][CH2:29][CH3:30])[CH:13]=[CH:14][C:15]=1[C:16]([C:12]1[CH:13]=[CH:14][CH:15]=[CH:10][CH:11]=1)=[O:36] |f:1.2.3.4|. Procedure: 3-Pentadecylphenyl benzoate (1.366 g) is finely powered, mixed with pulverised anhydrous aluminium chloride (0.616 g) and the intimate miture is heated to 165° during fifteen minutes. After hydrogen chloride evolution has ceased, the cooled mixture is treated with water, concentrated hydrochloric acid added, and the whole thoroughly stirred to decompose the aluminium complex. The product is ethereally extracted and the dried ethereal layer is concentrated to give the crude product (1.348 g) whic... Starting materials: O=[N+]([O-])c1ccc(F)cc1, [H-], [Na+], CN(C)C=O, Sc1ccccn1. Yields the product O=[N+]([O-])c1ccc(Sc2ccccn2)cc1. RXN SMILES: [F:10][c:11]1[cH:12][cH:13][c:14]([N+:17](=[O:18])[O-:19])[cH:15][cH:16]1.[H-:8].[Na+:9].[O:20]=[CH:21][N:22]([CH3:23])[CH3:24].[SH:1][c:2]1[n:3][cH:4][cH:5][cH:6][cH:7]1>>[S:1]([c:2]1[n:3][cH:4][cH:5][cH:6][cH:7]1)[c:11]1[cH:12][cH:13][c:14]([N+:17](=[O:18])[O-:19])[cH:15][cH:16]1.